From a dataset of the Open Reaction Database (ORD), a public repository of structured organic reaction records. describe an organic reaction: reactants, conditions, products, and yield Reactants: ( 2 ), CO (methanol), S(=O)(Cl)Cl (thionyl chloride), FC1=C(C(=O)NC(C(=O)O)CC=C)C(=CC=C1)F (2-(2,6-difluorobenzamido)pent-4-enoic acid). Yields the product COC(C(CC=C)NC(C1=C(C=CC=C1F)F)=O)=O (2-(2,6-difluorobenzamido)pent-4-enoic acid methyl ester). Reaction SMILES: S(Cl)(Cl)=O.[F:5][C:6]1[CH:21]=[CH:20][CH:19]=[C:18]([F:22])[C:7]=1[C:8]([NH:10][CH:11]([CH2:15][CH:16]=[CH2:17])[C:12]([OH:14])=[O:13])=[O:9].[CH3:23]O>>[CH3:23][O:13][C:12](=[O:14])[CH:11]([NH:10][C:8](=[O:9])[C:7]1[C:6]([F:5])=[CH:21][CH:20]=[CH:19][C:18]=1[F:22])[CH2:15][CH:16]=[CH2:17]. Procedure: In the same manner as in Reference Example 35-(1), allylglycine (285 mg) was reacted with 2,6-difluorobenzoyl chloride (0.374 ml) to obtain 2-(2,6-difluorobenzamido)pent-4-enoic acid (471 mg). (2) In the same manner as in Reference Example 35-(2), thionyl chloride (0.242 ml) was reacted with a solution of 2-(2,6-difluorobenzamido)pent-4-enoic acid (471 mg) in methanol (20 ml) to obtain 2-(2,6-difluorobenzamido)pent-4-enoic acid methyl ester (430 mg).